The task is: describe an organic reaction: reactants, conditions, products, and yield. This data is from the Open Reaction Database (ORD), a public repository of structured organic reaction records. Starting materials: CCOC(=O)c1cnn(C)c1C(=O)O, CCN(C)c1nc2cc(N)ccn2n1, CCCP(=O)(O)O, CCN(C(C)C)C(C)C, C1CCOC1. The product is CCOC(=O)c1cnn(C)c1C(=O)Nc1ccn2nc(N(C)CC)nc2c1. Reaction SMILES: [CH2:15]([CH3:16])[O:17][C:18](=[O:19])[c:20]1[cH:21][n:22][n:23]([CH3:28])[c:24]1[C:25](=[O:26])[OH:27].[CH2:1]([CH3:2])[N:3]([c:4]1[n:5][n:6]2[c:7]([cH:8][c:9]([NH2:12])[cH:10][cH:11]2)[n:13]1)[CH3:14].[CH2:29]([P:30]([OH:31])([OH:32])=[O:33])[CH2:34][CH3:35].[CH:36]([N:37]([CH2:38][CH3:39])[CH:40]([CH3:41])[CH3:42])([CH3:43])[CH3:44].[O:45]1[CH2:46][CH2:47][CH2:48][CH2:49]1>>[CH2:1]([CH3:2])[N:3]([c:4]1[n:5][n:6]2[c:7]([cH:8][c:9]([NH:12][C:25]([c:24]3[c:20]([C:18]([O:17][CH2:15][CH3:16])=[O:19])[cH:21][n:22][n:23]3[CH3:28])=[O:26])[cH:10][cH:11]2)[n:13]1)[CH3:14].